Task: describe an organic reaction: reactants, conditions, products, and yield. Dataset: the Open Reaction Database (ORD), a public repository of structured organic reaction records The reactants are CI (methyl iodide), C(C)(=O)NC1=CC(=C(C=N1)N(C(C(C)(C)C1=CC(=CC(=C1)C(F)(F)F)C(F)(F)F)=O)C)C1=C(C=CC=C1)C (N-(6-acetylamino-4-o-tolyl-pyridin-3-yl)-2-(3,5-bis-trifluoromethyl-phenyl)-N-methyl-isobutyramide), solution, C[Si]([N-][Si](C)(C)C)(C)C.[K+] (potassium hexamethyldisilazide). Run in O1CCCC1 (tetrahydrofuran), O1CCCC1 (tetrahydrofuran). Conditions: time 1 hour. Product: C(C)(=O)N(C1=CC(=C(C=N1)N(C(C(C)(C)C1=CC(=CC(=C1)C(F)(F)F)C(F)(F)F)=O)C)C1=C(C=CC=C1)C)C (N-[6-(Acetyl-methyl-amino)-4-o-tolyl-pyridin-3-yl]-2-(3,5-bis-trifluoromethyl-phenyl)-N-methyl-isobutyramide). Isolated yield 65.0%. As a reaction SMILES: [C:1]([NH:4][C:5]1[N:10]=[CH:9][C:8]([N:11]([CH3:31])[C:12](=[O:30])[C:13]([C:16]2[CH:21]=[C:20]([C:22]([F:25])([F:24])[F:23])[CH:19]=[C:18]([C:26]([F:29])([F:28])[F:27])[CH:17]=2)([CH3:15])[CH3:14])=[C:7]([C:32]2[CH:37]=[CH:36][CH:35]=[CH:34][C:33]=2[CH3:38])[CH:6]=1)(=[O:3])[CH3:2].[CH3:39][Si](C)(C)[N-][Si](C)(C)C.[K+].CI>O1CCCC1>[C:1]([N:4]([CH3:39])[C:5]1[N:10]=[CH:9][C:8]([N:11]([CH3:31])[C:12](=[O:30])[C:13]([C:16]2[CH:17]=[C:18]([C:26]([F:29])([F:28])[F:27])[CH:19]=[C:20]([C:22]([F:25])([F:23])[F:24])[CH:21]=2)([CH3:15])[CH3:14])=[C:7]([C:32]2[CH:37]=[CH:36][CH:35]=[CH:34][C:33]=2[CH3:38])[CH:6]=1)(=[O:3])[CH3:2] |f:1.2|. Procedure: To a solution of 60 mg (0.11 mmol) N-(6-acetylamino-4-o-tolyl-pyridin-3-yl)-2-(3,5-bis-trifluoromethyl-phenyl)-N-methyl-isobutyramide in 2 ml tetrahydrofuran at room temperature under argon were added dropwise 0.13 ml (0.12 mmol) of a 1 M solution of potassium hexamethyldisilazide in tetrahydrofuran. Stirring was continued for 1 h at room temperature and 17 mg (0.12 mmol) methyl iodide were added. After stirring overnight, the solvent was evaporated and the residue was purified by flash-chromato...